Dataset: the Open Reaction Database (ORD), a public repository of structured organic reaction records. Task: describe an organic reaction: reactants, conditions, products, and yield Reactants: ClCCl, C=CCCCN(c1nc2oc(-c3ccc(F)cc3)c(C(=O)NC)c2cc1C=C)S(C)(=O)=O. The product is CNC(=O)c1c(-c2ccc(F)cc2)oc2nc3c(cc12)C=CCCCN3S(C)(=O)=O. RXN SMILES: [CH2:33]([Cl:34])[Cl:35].[F:1][c:2]1[cH:3][cH:4][c:5](-[c:8]2[c:9]([C:29](=[O:30])[NH:31][CH3:32])[c:10]3[c:11]([n:12][c:13]([N:18]([S:19](=[O:20])(=[O:21])[CH3:22])[CH2:23][CH2:24][CH2:25][CH:26]=[CH2:27])[c:14]([CH:16]=[CH2:17])[cH:15]3)[o:28]2)[cH:6][cH:7]1>>[F:1][c:2]1[cH:3][cH:4][c:5](-[c:8]2[c:9]([C:29](=[O:30])[NH:31][CH3:32])[c:10]3[c:11]([n:12][c:13]4[c:14]([cH:15]3)[CH:16]=[CH:17][CH2:25][CH2:24][CH2:23][N:18]4[S:19](=[O:20])(=[O:21])[CH3:22])[o:28]2)[cH:6][cH:7]1. Starting materials: [N+](=O)([O-])C1=C2C=CC=C(C2=CC=C1)C(=O)OCC (ethyl 5-nitro-1-naphthoate), O1CCCC1 (tetrahydrofuran). Reagents/catalysts: [Pd] (palladium/carbon). Run in C(C)O (ethanol). Product: NC1=C2C=CC=C(C2=CC=C1)C(=O)OCC (ethyl 5-amino-1-naphthoate). Reaction SMILES: [N+:1]([C:4]1[CH:13]=[CH:12][CH:11]=[C:10]2[C:5]=1[CH:6]=[CH:7][CH:8]=[C:9]2[C:14]([O:16][CH2:17][CH3:18])=[O:15])([O-])=O.O1CCCC1>C(O)C.[Pd]>[NH2:1][C:4]1[CH:13]=[CH:12][CH:11]=[C:10]2[C:5]=1[CH:6]=[CH:7][CH:8]=[C:9]2[C:14]([O:16][CH2:17][CH3:18])=[O:15]. Procedure: A solution of ethyl 5-nitro-1-naphthoate (3.304 g, 13.47 mmol) in ethanol (10 ml)-tetrahydrofuran (20 ml) was hydrogenated under normal temperature and normal pressure using 10% palladium/carbon (containing water by 50%) (0.5 g) as a catalyst until the starting material disappeared. The catalyst was filtered off and the solvent was evaporated under reduced pressure. The obtained crude product was purified by silica gel column chromatography (hexane/ethyl acetate=6/1−3/1) to give the objective su...